This data is from the Open Reaction Database (ORD), a public repository of structured organic reaction records. The task is: describe an organic reaction: reactants, conditions, products, and yield Starting materials: CC1([C@H]([C@@H]1C1=CC=CC=C1)C(=O)O)C (2,2-Dimethyl-trans-3-phenylcyclopropanecarboxylic acid), NC=1SC(=CN1)C (2-amino-5-methylthiazole). Yields the product CC1([C@H]([C@@H]1C1=CC=CC=C1)C(=O)NC=1SC(=CN1)C)C (2,2-Dimethyl-trans-N-(5-methylthiazol-2-yl)-3-phenylcyclopropanecarboxamide). The yield is 61.8%. As a reaction SMILES: [CH3:1][C:2]1([CH3:14])[C@@H:4]([C:5]2[CH:10]=[CH:9][CH:8]=[CH:7][CH:6]=2)[C@@H:3]1[C:11]([OH:13])=O.[NH2:15][C:16]1[S:17][C:18]([CH3:21])=[CH:19][N:20]=1>>[CH3:14][C:2]1([CH3:1])[C@@H:4]([C:5]2[CH:6]=[CH:7][CH:8]=[CH:9][CH:10]=2)[C@@H:3]1[C:11]([NH:15][C:16]1[S:17][C:18]([CH3:21])=[CH:19][N:20]=1)=[O:13]. Procedure: 2,2-Dimethyl-trans-3-phenylcyclopropanecarboxylic acid (250 mg, 1.32 mmol) and 2-amino-5-methylthiazole (150 mg, 1.31 mmol) were reacted as described under General Procedure D to furnish the title compound (232 mg, 61%) as a yellow foam. 1H NMR (300 MHz, CDCl3) δ 7.33-7.17 (m, 6H), 7.02 (s, 1H), 2.95 (d, J=5.6 Hz, 1H), 2.37 (s, 3H), 2.08 (d, J=5.6 Hz, 1H), 1.44 (s, 3H), 1.03 (s, 3H). mp 132-135° C. ESIMS m/z [M+H]+ 287.1. The reactants are CCCCO, CCN(C(C)C)C(C)C, O=[N+]([O-])c1cnc(Cl)cc1Nc1cc(C2CC2)[nH]n1, CC(N)c1ccc(F)cc1. Yields the product CC(Nc1cc(Nc2cc(C3CC3)[nH]n2)c([N+](=O)[O-])cn1)c1ccc(F)cc1. RXN SMILES: [CH2:39]([OH:40])[CH2:41][CH2:42][CH3:43].[CH:30]([N:31]([CH2:32][CH3:33])[CH:34]([CH3:35])[CH3:36])([CH3:37])[CH3:38].[Cl:1][c:2]1[n:3][cH:4][c:5]([N+:17](=[O:18])[O-:19])[c:6]([NH:8][c:9]2[n:10][nH:11][c:12]([CH:14]3[CH2:15][CH2:16]3)[cH:13]2)[cH:7]1.[F:20][c:21]1[cH:22][cH:23][c:24]([CH:27]([CH3:28])[NH2:29])[cH:25][cH:26]1>>[c:2]1([NH:29][CH:27]([c:24]2[cH:23][cH:22][c:21]([F:20])[cH:26][cH:25]2)[CH3:28])[n:3][cH:4][c:5]([N+:17](=[O:18])[O-:19])[c:6]([NH:8][c:9]2[n:10][nH:11][c:12]([CH:14]3[CH2:15][CH2:16]3)[cH:13]2)[cH:7]1. The reactants are [Li]CCCC (n-BuLi), [I-].C[S+](C)C (trimethylsulfonium iodide), F[C@@H]1[C@H]2[C@@H]([C@H]3[C@H]1O[Si](O[Si](OC3)(C(C)C)C(C)C)(C(C)C)C(C)C)O2 ((+)-(6aS,6bR,7aR,8R,8aR)-8-Fluoro-2,2,4,4-tetraisopropylhexahydrooxireno[2′,3′:3,4]cyclo-penta[1,2-f][1,3,5,2,4]trioxadisilocine). The solvent is C1CCOC1 (THF), C1CCOC1 (THF). Run at temperature 0 celsius, time 30 minute. Product: F[C@@H]1[C@@H](C([C@H]2[C@H]1O[Si](O[Si](OC2)(C(C)C)C(C)C)(C(C)C)C(C)C)=C)O ((−)-(6aR,8R,9R,9aR)-9-Fluoro-2,2,4,4-tetraisopropyl-7-methylenehexahydrocyclopenta[f]-[1,3,5,2,4]trioxadisilocin-8-ol). Yield: 81.3%. Reaction SMILES: [I-].C[S+](C)C.[Li][CH2:7]CCC.[F:11][C@H:12]1[C@@H:16]2[O:17][Si:18]([CH:32]([CH3:34])[CH3:33])([CH:29]([CH3:31])[CH3:30])[O:19][Si:20]([CH:26]([CH3:28])[CH3:27])([CH:23]([CH3:25])[CH3:24])[O:21][CH2:22][C@H:15]2[C@H:14]2[O:35][C@@H:13]12>C1COCC1>[F:11][C@H:12]1[C@@H:22]2[O:21][Si:20]([CH:23]([CH3:25])[CH3:24])([CH:26]([CH3:28])[CH3:27])[O:19][Si:18]([CH:29]([CH3:31])[CH3:30])([CH:32]([CH3:33])[CH3:34])[O:17][CH2:16][C@H:15]2[C:14](=[CH2:7])[C@H:13]1[OH:35] |f:0.1|. Procedure: To a suspension of trimethylsulfonium iodide (30.5 g, 138.4 mmol) in THF (150 mL) at −20° C., n-BuLi (2.5 M solution in hexane) (55.3 mL, 138.4 mmol) was added. After 30 min, the epoxide 13 (6.0 g, 15.5 mmol) in THF (30 mL) was introduced at −20° C. and the reaction mixture allowed slowly to warm to 0° C. over 1 h. The mixture was then stirred at ambient temperature for 2 h, quenched with water and then extracted with ethyl acetate (3×200 ml). The combined organic layer was washed with brine, dr...